Dataset: the Open Reaction Database (ORD), a public repository of structured organic reaction records. Task: describe an organic reaction: reactants, conditions, products, and yield The reactants are CCOC(=O)C(C)=Cc1ccc(OC)c(OC2CCCC2)c1, CO, O. The product is COc1ccc(C=C(C)C(=O)O)cc1OC1CCCC1. As a reaction SMILES: [CH2:1]([CH3:2])[O:3][C:4]([C:5](=[CH:6][c:7]1[cH:8][c:9]([O:15][CH:16]2[CH2:17][CH2:18][CH2:19][CH2:20]2)[c:10]([O:13][CH3:14])[cH:11][cH:12]1)[CH3:21])=[O:22].[CH3:24][OH:25].[OH2:23]>>[O:3]=[C:4]([C:5](=[CH:6][c:7]1[cH:8][c:9]([O:15][CH:16]2[CH2:17][CH2:18][CH2:19][CH2:20]2)[c:10]([O:13][CH3:14])[cH:11][cH:12]1)[CH3:21])[OH:22]. Reactants: Brc1cc(ccn1)c2cc3C(=O)NCCc3[nH]2, CC1(C)OB(OC1(C)C)c2cn(c3ncccc23)S(=O)(=O)c4ccccc4. Reagents/catalysts: CCN=P(N=P(N(C)C)(N(C)C)N(C)C)(N(C)C)N(C)C (P2-Et), CC(C)c1cc(C(C)C)c(-c2ccccc2[PH](C(C)(C)C)(C(C)(C)C)[Pd]2(OS(C)(=O)=O)Nc3ccccc3-c3ccccc32)c(C(C)C)c1 (tBuXphos G3). Solvent: CS(C)=O (DMSO), O (water), CS(C)=O (DMSO), CS(C)=O (DMSO), CS(C)=O (DMSO). Conditions: time 22 hour. Yields the product O=C1NCCc2[nH]c(cc12)c3ccnc(c3)c4cn(c5ncccc45)S(=O)(=O)c6ccccc6, Brc1cc(ccn1)c2cc3C(=O)NCCc3[nH]2, c1ccc(-c2ccccc2)cc1. Starting materials: CC1(C=C(Br)Br)COC1, [Li]CCCC, C1CCOC1, C[Si](C)(C)Cl, CCCCCC. The product is CC1(C#C[Si](C)(C)C)COC1. As a reaction SMILES: [Br:1][C:2](=[CH:3][C:4]1([CH3:8])[CH2:5][O:6][CH2:7]1)[Br:9].[CH2:10]([Li:11])[CH2:12][CH2:13][CH3:14].[CH2:20]1[O:21][CH2:22][CH2:23][CH2:24]1.[CH3:15][Si:16]([Cl:17])([CH3:18])[CH3:19].[CH3:25][CH2:26][CH2:27][CH2:28][CH2:29][CH3:30]>>[C:2](#[C:3][C:4]1([CH3:8])[CH2:5][O:6][CH2:7]1)[Si:16]([CH3:15])([CH3:18])[CH3:19]. The reactants are NH4OAc, BrC1=NC(=CC=C1)CO[Si](C1=CC=CC=C1)(C1=CC=CC=C1)C(C)(C)C (2-bromo-6-(tert-butyldiphenylsiloxy)methylpyridine), FC1=CC=C(C=C1)[Mg]Br (4-fluorophenylmagnesium bromide), solution. Reagents/catalysts: [Pd].C1(=CC=CC=C1)P(C1=CC=CC=C1)C1=CC=CC=C1.C1(=CC=CC=C1)P(C1=CC=CC=C1)C1=CC=CC=C1.C1(=CC=CC=C1)P(C1=CC=CC=C1)C1=CC=CC=C1.C1(=CC=CC=C1)P(C1=CC=CC=C1)C1=CC=CC=C1 (tetrakis (triphenylphosphine) palladium). Solvent: CCOCC (Et2O), C1CCOC1 (THF). The product is O([Si](C1=CC=CC=C1)(C1=CC=CC=C1)C(C)(C)C)CC1=NC(=CC=C1)C1=CC=C(C=C1)F (2-(tert-Butyldiphenylsiloxy)methyl-6-(4-fluorophenyl)pyridine). Reaction SMILES: Br[C:2]1[CH:7]=[CH:6][CH:5]=[C:4]([CH2:8][O:9][Si:10]([C:23]([CH3:26])([CH3:25])[CH3:24])([C:17]2[CH:22]=[CH:21][CH:20]=[CH:19][CH:18]=2)[C:11]2[CH:16]=[CH:15][CH:14]=[CH:13][CH:12]=2)[N:3]=1.[F:27][C:28]1[CH:33]=[CH:32][C:31]([Mg]Br)=[CH:30][CH:29]=1>CCOCC.C1COCC1.[Pd].C1(P(C2C=CC=CC=2)C2C=CC=CC=2)C=CC=CC=1.C1(P(C2C=CC=CC=2)C2C=CC=CC=2)C=CC=CC=1.C1(P(C2C=CC=CC=2)C2C=CC=CC=2)C=CC=CC=1.C1(P(C2C=CC=CC=2)C2C=CC=CC=2)C=CC=CC=1>[O:9]([CH2:8][C:4]1[CH:5]=[CH:6][CH:7]=[C:2]([C:31]2[CH:32]=[CH:33][C:28]([F:27])=[CH:29][CH:30]=2)[N:3]=1)[Si:10]([C:23]([CH3:26])([CH3:25])[CH3:24])([C:17]1[CH:22]=[CH:21][CH:20]=[CH:19][CH:18]=1)[C:11]1[CH:16]=[CH:15][CH:14]=[CH:13][CH:12]=1 |f:4.5.6.7.8|. Procedure details: A mixture of 2-bromo-6-(tert-butyldiphenylsiloxy)methylpyridine (1 g; WO 94/00444), 4-fluorophenylmagnesium bromide (3.5 mL of a 2M solution in Et2O) and tetrakis (triphenylphosphine) palladium (200 mg) in THF (20 mL) was refluxed for 4 h. To the mixture was added NH4OAc buffer and the mixture was extracted with EtOAc. The organics were dried (MgSO4), concentrated and chromatographed (silica gel; hexane/EtOAc (30:1)) to provide the title compound as an oil. The reactants are NC1=CC(=C(C(=O)O)C=C1Cl)OC (4-amino-5-chloro-2-methoxybenzoic acid), C1(=CC=CC=C1)C (toluene), added(trimethylsilyl)diazomethane. The solvent is CO (methanol). Run at time 16 hour. The product is NC1=CC(=C(C(=O)OC)C=C1Cl)OC (Methyl 4-Amino-5-chloro-2-methoxybenzoate). As a reaction SMILES: [NH2:1][C:2]1[C:10]([Cl:11])=[CH:9][C:5]([C:6]([OH:8])=[O:7])=[C:4]([O:12][CH3:13])[CH:3]=1.[C:14]1(C)C=CC=CC=1>CO>[NH2:1][C:2]1[C:10]([Cl:11])=[CH:9][C:5]([C:6]([O:8][CH3:14])=[O:7])=[C:4]([O:12][CH3:13])[CH:3]=1. Procedure: To a solution of 4-amino-5-chloro-2-methoxybenzoic acid (1.008 g, 5.0 mmol) in a mixture of toluene (9 mL) and methanol (1 mL) at 0° C. was added(trimethylsilyl)diazomethane (2.0 M in hexane, 3.0 mL, 6.0 mmol) dropwise. The reaction mixture was then warmed to room temperature and stirred for 16 h. Excess(trimethylsilyl)diazomethane was quenched by adding acetic acid until the bright yellow color of the reaction mixture disappeared. The mixture was then concentrated in vacuo to give the title com... Starting materials: C[C@H]1CN(CCN1C)C(=O)OC(C)(C)C (1,1-Dimethylethyl (3S)-3,4-dimethyl-1-piperazinecarboxylate), Cl (HCl), Cl (HCl). Solvent: O1CCOCC1 (1,4-dioxane). Run at time 8 hour. The product is Cl.Cl.CN1[C@H](CNCC1)C ((2S)-1,2-dimethylpiperazine dihydrochloride). As a reaction SMILES: [CH3:1][C@@H:2]1[N:7]([CH3:8])[CH2:6][CH2:5][N:4](C(OC(C)(C)C)=O)[CH2:3]1.[ClH:16]>O1CCOCC1>[ClH:16].[ClH:16].[CH3:8][N:7]1[CH2:6][CH2:5][NH:4][CH2:3][C@@H:2]1[CH3:1] |f:3.4.5|. Reported procedure: 1,1-Dimethylethyl (3S)-3,4-dimethyl-1-piperazinecarboxylate (3.15 g, 14.7 mmol) in 1N HCl (40 mL) was stirred overnight. Then 4M HCl in 1,4-dioxane (25 mL) was added and the reaction was left to stir overnight. Removed volatiles in vacuo to provide (2S)-1,2-dimethylpiperazine dihydrochloride as a white solid (2.88 g). LCMS: (M+H)+=115.1. The reactants are FC(COC1=NC=C(C=C1)CO)(C(F)F)F (2-(2,2,3,3-Tetrafluoropropoxy)-5-(hydroxymethyl)pyridine). The reagents and catalysts are [O-2].[O-2].[Mn+4] (manganese dioxide). Product: FC(COC1=NC=C(C=O)C=C1)(C(F)F)F (6-(2,2,3,3-Tetrafluoropropoxy)nicotinaldehyde). Isolated yield 96.0%. Reaction SMILES: [F:1][C:2]([F:16])([CH:13]([F:15])[F:14])[CH2:3][O:4][C:5]1[CH:10]=[CH:9][C:8]([CH2:11][OH:12])=[CH:7][N:6]=1>[O-2].[O-2].[Mn+4]>[F:16][C:2]([F:1])([CH:13]([F:15])[F:14])[CH2:3][O:4][C:5]1[CH:10]=[CH:9][C:8]([CH:11]=[O:12])=[CH:7][N:6]=1 |f:1.2.3|. Procedure: 2-(2,2,3,3-Tetrafluoropropoxy)-5-(hydroxymethyl)pyridine was treated with active manganese dioxide in the same manner as in Reference example 22 to obtain the title compound as an oil in a yield of 96%.